Dataset: the Open Reaction Database (ORD), a public repository of structured organic reaction records. Task: describe an organic reaction: reactants, conditions, products, and yield Reactants: C(C)OC=1C=C(C=CC1OC)C(CS(=O)(=O)C)N (2-(3-ethoxy-4-methoxyphenyl)-1-(methylsulphonyl)-eth-2-ylamine), crude solid, CCN (eth-2-ylamine), C(C)(=O)N[C@@H](CC(C)C)C(=O)O (N-acetyl-L-leucine). Run in CO (methanol), CO (methanol). Run at time 3 hour. Product: C(C)(=O)N[C@@H](CC(C)C)C(=O)O.C(C)OC=1C=C(C=CC1OC)[C@@H](CS(=O)(=O)C)N ((S)-2-(3-ethoxy-4-methoxyphenyl)-1-(methylsulphonyl)-eth-2-ylamine-N-acetyl-L-leucine salt). Yield: 90.0%. Reaction SMILES: [CH2:1]([O:3][C:4]1[CH:5]=[C:6]([CH:12]([NH2:18])[CH2:13][S:14]([CH3:17])(=[O:16])=[O:15])[CH:7]=[CH:8][C:9]=1[O:10][CH3:11])[CH3:2].CCN.[C:22]([NH:25][C@H:26]([C:31]([OH:33])=[O:32])[CH2:27][CH:28]([CH3:30])[CH3:29])(=[O:24])[CH3:23]>CO>[C:22]([NH:25][C@H:26]([C:31]([OH:33])=[O:32])[CH2:27][CH:28]([CH3:29])[CH3:30])(=[O:24])[CH3:23].[CH2:1]([O:3][C:4]1[CH:5]=[C:6]([C@H:12]([NH2:18])[CH2:13][S:14]([CH3:17])(=[O:16])=[O:15])[CH:7]=[CH:8][C:9]=1[O:10][CH3:11])[CH3:2] |f:4.5|. Procedure details: Resolution of 2-(3-ethoxy-4-methoxyphenyl)-1-(methylsulphonyl)-eth-2-ylamine. A 3 L 3-necked round bottom flask was equipped with a mechanical stirrer, thermometer, and condenser and charged with 2-(3-ethoxy-4-methoxyphenyl)-1-methylsulphonyl)-eth-2-ylamine (137.0 g 500 mmol), N-acetyl-L-leucine (52 g, 300 mmol), and methanol (1.0 L). The stirred slurry was heated to reflux for 1 hour. The stirred mixture was allowed to cool to ambient temperature and stirring was continued for another 3 hours a... Reactants: C([O-])([O-])=O.[K+].[K+] (potassium carbonate), C(CC)(=O)O (propionic acid), CC(=CC=O)C (3-methyl-2-butenal), C(C)(C)(CC)O (tert-amyl alcohol), C(CC)(=O)O (propionic acid), S(=O)(=O)([O-])[O-].[Na+].[Na+] (sodium sulfate), C(C)(C)(CC(C)(C)C)N (tert-octylamine). Solvent: CCCCCC (hexane), CCCCCCC (heptane). Reaction conditions: time 4 day. Yields the product ( 1 ), C\C(=C/C=O)\C=C\C=C(C)C ((2E,4E)-3,7-dimethyl-2,4,6-octatrienal), CC1=CC=C(C(C1)(C)C)C=O (4,6,6-trimethyl-1,3-cyclohexadiene-1-carboxaldehyde). Reaction SMILES: [CH3:1][C:2]([CH3:6])=[CH:3][CH:4]=[O:5].[C:7](O)([CH2:10][CH3:11])([CH3:9])[CH3:8].[C:13](O)(=[O:16])CC.S([O-])([O-])(=O)=O.[Na+].[Na+].[C:25](N)([CH2:28][C:29]([CH3:32])([CH3:31])[CH3:30])([CH3:27])[CH3:26].[C:34](=O)([O-])[O-].[K+].[K+]>CCCCCC.CCCCCCC>[CH3:1]/[C:2](/[CH:6]=[CH:11]/[CH:10]=[C:7]([CH3:9])[CH3:8])=[CH:3]\[CH:4]=[O:5].[CH3:26][C:25]1[CH2:28][C:29]([CH3:32])([CH3:31])[C:30]([CH:13]=[O:16])=[CH:34][CH:27]=1 |f:3.4.5,7.8.9|. Reported procedure: 174 mg (2.07 mmol) of 3-methyl-2-butenal, 1.00 mL of heptane, 1.00 mL of tert-amyl alcohol, 0.20 mL (2.7 mmol) of propionic acid (99+%), 58 mg of anhydrous sodium sulfate (granular), and 17 mg of tert-octylamine were added to a stoppered 25 mL, 1-neck reaction flask containing a TEFLON®-coated spin bar. The reaction mixture was stirred at room temperature for 4 days, then diluted with 10 mL of hexane. 600 mg of anhydrous potassium carbonate was added, and the mixture subsequently was stirred at ... Starting materials: FC1=C(C(=CC=C1)F)C1=C(C=CC(=N1)C(=O)NC=1C=NC=CC1[C@@H]1C[C@@H](C([C@@H](C1)NC(OC(C)(C)C)=O)=O)C)F (Tert-butyl (1R,3S,5R)-5-(3-(6-(2,6-difluorophenyl)-5-fluoropicolinamido)pyridin-4-yl)-3-methyl-2-oxocyclohexylcarbamate), C(=O)(C(F)(F)F)O.C(Cl)Cl (TFA CH2Cl2). The product is N[C@@H]1C[C@@H](C[C@@H](C1=O)C)C1=C(C=NC=C1)NC(C1=NC(=C(C=C1)F)C1=C(C=CC=C1F)F)=O (N-(4-((1R,3R,5S)-3-amino-5-methyl-4-oxocyclohexyl)pyridin-3-yl)-6-(2,6-difluorophenyl)-5-fluoropicolinamide). Isolated yield 98.0%. As a reaction SMILES: [F:1][C:2]1[CH:7]=[CH:6][CH:5]=[C:4]([F:8])[C:3]=1[C:9]1[N:14]=[C:13]([C:15]([NH:17][C:18]2[CH:19]=[N:20][CH:21]=[CH:22][C:23]=2[C@H:24]2[CH2:29][C@@H:28]([NH:30]C(=O)OC(C)(C)C)[C:27](=[O:38])[C@@H:26]([CH3:39])[CH2:25]2)=[O:16])[CH:12]=[CH:11][C:10]=1[F:40].C(O)(C(F)(F)F)=O.C(Cl)Cl>>[NH2:30][C@H:28]1[C:27](=[O:38])[C@@H:26]([CH3:39])[CH2:25][C@@H:24]([C:23]2[CH:22]=[CH:21][N:20]=[CH:19][C:18]=2[NH:17][C:15](=[O:16])[C:13]2[CH:12]=[CH:11][C:10]([F:40])=[C:9]([C:3]3[C:4]([F:8])=[CH:5][CH:6]=[CH:7][C:2]=3[F:1])[N:14]=2)[CH2:29]1 |f:1.2|. Procedure details: Tert-butyl (1R,3S,5R)-5-(3-(6-(2,6-difluorophenyl)-5-fluoropicolinamido)pyridin-4-yl)-3-methyl-2-oxocyclohexylcarbamate was treated with 25% TFA/CH2Cl2 for 30 minutes. The volatiles were removed in vacuo, the residue was dissolved in DMSO and purified by reverse phase HPLC to yield N-(4-((1R,3R,5S)-3-amino-5-methyl-4-oxocyclohexyl)pyridin-3-yl)-6-(2,6-difluorophenyl)-5-fluoropicolinamide in 98% yield. LC/MS (m/z)=455.1 (MH+), Rt=0.57 min. 1H NMR (300 MHz, DMSO-d6) δ ppm 10.55 (s, 1H), 8.55 (s, 1... Starting materials: O=P(Cl)(Cl)Cl (POCl3), CN(C=O)C (N,N-dimethylformamide), CC=1NC2=CC=CC=C2C1 (2-methylindole), CN(C)C=O (DMF), [OH-].[Na+] (NaOH). Run at time 2 hour. Product: CC=1NC2=CC=CC=C2C1C=O (2-methylindole-3-carboxaldehyde). Isolated yield 89.0%. Reaction SMILES: O=P(Cl)(Cl)Cl.[CH3:6][C:7]1[NH:8][C:9]2[C:14]([CH:15]=1)=[CH:13][CH:12]=[CH:11][CH:10]=2.[OH-].[Na+].CN([CH:21]=[O:22])C>>[CH3:6][C:7]1[NH:8][C:9]2[C:14]([C:15]=1[CH:21]=[O:22])=[CH:13][CH:12]=[CH:11][CH:10]=2 |f:2.3|. Procedure details: To a dried 300 mL two-neck round bottom flask under argon at 0° C., N,N-dimethylformamide (3 mL) was added, followed by POCl3 (1.05 mL, 11.3 mmol). After stirring for ten minutes, 2-methylindole (1.23 g, 9.37 mmol) dissolved in DMF (6 mL) was added dropwise via an addition funnel under argon. After two hours, 1 N NaOH (70 mL) was added slowly, upon which a white precipitate formed. The solid was filtered and dried under vacuum, yielding 1.32 g (89%) of white solid. 1H NMR (600 MHz, d6-DMSO): δ 1...